Dataset: the Open Reaction Database (ORD), a public repository of structured organic reaction records. Task: describe an organic reaction: reactants, conditions, products, and yield The reactants are C(C)(=O)OCC.CCCCCC (ethyl acetate hexane), C(OC1=C(C=C(C(=C1)[N+](=O)[O-])Br)C1CCCC1)(OC)=O (4-bromo-2-cyclopentyl-5-nitrophenyl methyl carbonate), [BH4-].[Na+] (NaBH4). The reagents and catalysts are Cl[Ni]Cl (NiCl2). Run in CO (methanol). Reaction conditions: time 5 minute. Product: C(OC1=C(C=C(C(=C1)N)Br)C1CCCC1)(OC)=O (5-amino-4-bromo-2-cyclopentylphenyl methyl carbonate). Isolated yield 53.8%. As a reaction SMILES: [C:1](=[O:20])([O:18][CH3:19])[O:2][C:3]1[CH:8]=[C:7]([N+:9]([O-])=O)[C:6]([Br:12])=[CH:5][C:4]=1[CH:13]1[CH2:17][CH2:16][CH2:15][CH2:14]1.[BH4-].[Na+].C(OCC)(=O)C.CCCCCC>CO.Cl[Ni]Cl>[C:1](=[O:20])([O:18][CH3:19])[O:2][C:3]1[CH:8]=[C:7]([NH2:9])[C:6]([Br:12])=[CH:5][C:4]=1[CH:13]1[CH2:17][CH2:16][CH2:15][CH2:14]1 |f:1.2,3.4|. Procedure details: Alternative Procedure: To a solution of 4-bromo-2-cyclopentyl-5-nitrophenyl methyl carbonate (100 mg, 0.29 mmol) and NiCl2 (49 mg, 0.38 mmol) in methanol (1.0 mL) was added NaBH4 (14 mg, 0.38 mmol) portion-wise at 0° C. The reaction was stirred for 5 min then quenched with NaHCO3 and diluted with ethyl acetate. The reaction mixture was filtered through a pad of Celite and the layers separated. The aqueous layer was re-extracted with ethyl acetate and the combined organic extracts were dried over... Starting materials: O=C1CCC(=O)N1Br, CC(=O)OCC1CC(n2cnc3cc(Cl)c(Cl)cc32)C(OC(C)=O)C1OC(C)=O, CN(C)C=O. Yields the product CC(=O)OCC1CC(n2c(Br)nc3cc(Cl)c(Cl)cc32)C(OC(C)=O)C1OC(C)=O. RXN SMILES: [Br:30][N:31]1[C:32](=[O:33])[CH2:34][CH2:35][C:36]1=[O:37].[C:1]([CH3:2])(=[O:3])[O:4][CH:5]1[CH:6]([O:26][C:27]([CH3:28])=[O:29])[CH:7]([CH2:21][O:22][C:23]([CH3:24])=[O:25])[CH2:8][CH:9]1[n:10]1[cH:11][n:12][c:13]2[c:14]1[cH:15][c:16]([Cl:20])[c:17]([Cl:19])[cH:18]2.[CH3:38][N:39]([CH3:40])[CH:41]=[O:42]>>[C:1]([CH3:2])(=[O:3])[O:4][CH:5]1[CH:6]([O:26][C:27]([CH3:28])=[O:29])[CH:7]([CH2:21][O:22][C:23]([CH3:24])=[O:25])[CH2:8][CH:9]1[n:10]1[c:11]([Br:30])[n:12][c:13]2[c:14]1[cH:15][c:16]([Cl:20])[c:17]([Cl:19])[cH:18]2.